This data is from the Open Reaction Database (ORD), a public repository of structured organic reaction records. The task is: describe an organic reaction: reactants, conditions, products, and yield Starting materials: OCCCBr, O=C([O-])[O-], CS(=O)(=O)N1CCNCC1, CC#N, [K+], [K+]. The product is CS(=O)(=O)N1CCN(CCCO)CC1. As a reaction SMILES: [Br:11][CH2:12][CH2:13][CH2:14][OH:15].[C:16](=[O:17])([O-:18])[O-:19].[CH3:1][S:2](=[O:3])(=[O:4])[N:5]1[CH2:6][CH2:7][NH:8][CH2:9][CH2:10]1.[CH3:22][C:23]#[N:24].[K+:20].[K+:21]>>[CH3:1][S:2](=[O:3])(=[O:4])[N:5]1[CH2:6][CH2:7][N:8]([CH2:12][CH2:13][CH2:14][OH:15])[CH2:9][CH2:10]1. As a reaction SMILES: CO[CH:3]([CH3:8])[CH2:4][C:5]([NH2:7])=[O:6].[CH3:9][N:10]([CH3:15])[CH2:11][CH2:12][CH2:13]N.[OH-].[Na+]>>[CH3:9][N:10]([CH3:15])[CH2:11][CH2:12][CH2:13][NH:7][C:5](=[O:6])/[CH:4]=[CH:3]/[CH3:8] |f:2.3|. Product: CN(CCCNC(\C=C\C)=O)C (N-(3-dimethylaminopropyl)crotonic acid amide). Procedure details: 117.2 g (1.0 mole) of 3-methoxybutyric acid amide are heated with 103.7 g (1.05 mole) of 3-dimethylaminopropylamine for 10 hours in a temperature range of 145°-175° C. The mixture is allowed to cool, 1.5 g of sodium hydroxide are added and the mixture is heated in a high vacuum at 120°-130° C. The methanol is split off within about 30 minutes, vigorous foaming occurring. The temperature is increased and 130 g (0.76 mole=76% of the theoretical yield) of light yellow oil having a Bp0.1 of 132°-134... Reactants: COC(CC(=O)N)C (3-methoxybutyric acid amide), CN(CCCN)C (3-dimethylaminopropylamine), [OH-].[Na+] (sodium hydroxide). Reactants: CSC(=C[N+](=O)[O-])NCC=1C=NC=CC1 (1-methylthio-1-(3-pyridylmethyl)amino-2-nitroethylene), CN (methylamine). Solvent: CCO (EtOH), CCO (EtOH). The product is CNC(=C[N+](=O)[O-])NCC=1C=NC=CC1 (1-Methylamino-1-(3-pyridylmethyl)amino-2-nitroethylene). Isolated yield 76.8%. As a reaction SMILES: CS[C:3]([NH:8][CH2:9][C:10]1[CH:11]=[N:12][CH:13]=[CH:14][CH:15]=1)=[CH:4][N+:5]([O-:7])=[O:6].[CH3:16][NH2:17]>CCO>[CH3:16][NH:17][C:3]([NH:8][CH2:9][C:10]1[CH:11]=[N:12][CH:13]=[CH:14][CH:15]=1)=[CH:4][N+:5]([O-:7])=[O:6]. Procedure: In 50 ml of EtOH was dissolved 2.3 g (0.01 mole) of 1-methylthio-1-(3-pyridylmethyl)amino-2-nitroethylene with heating and, then, a solution of 1.2 g (0.015 mole) of 40% aqueous methylamine in 10 ml of EtOH was added dropwise over a period of 30 minutes while refluxing. The mixture was further refluxed for 2 hours, after which it was concentrated. The crystals were collected by filtration and recrystallized from acetonitrile to give 1.6 g of the title compound as white prisms. Reactants: CC(=O)OCC(=O)N1CCC(c2nc(-c3ccc4nnc(C(C)C)n4n3)c(-c3ccc(F)cc3F)[nH]2)CC1, C1CCOC1, Cl, [Na+], [OH-]. The product is CC(C)c1nnc2ccc(-c3nc(C4CCN(C(=O)CO)CC4)[nH]c3-c3ccc(F)cc3F)nn12. Reaction SMILES: [C:1](=[O:2])([CH3:3])[O:4][CH2:5][C:6](=[O:7])[N:8]1[CH2:9][CH2:10][CH:11]([c:14]2[nH:15][c:16](-[c:31]3[c:32]([F:38])[cH:33][c:34]([F:37])[cH:35][cH:36]3)[c:17](-[c:19]3[cH:20][cH:21][c:22]4[n:23]([n:24]3)[c:25]([CH:28]([CH3:29])[CH3:30])[n:26][n:27]4)[n:18]2)[CH2:12][CH2:13]1.[CH2:42]1[O:43][CH2:44][CH2:45][CH2:46]1.[ClH:41].[Na+:40].[OH-:39]>>[OH:4][CH2:5][C:6](=[O:7])[N:8]1[CH2:9][CH2:10][CH:11]([c:14]2[nH:15][c:16](-[c:31]3[c:32]([F:38])[cH:33][c:34]([F:37])[cH:35][cH:36]3)[c:17](-[c:19]3[cH:20][cH:21][c:22]4[n:23]([n:24]3)[c:25]([CH:28]([CH3:29])[CH3:30])[n:26][n:27]4)[n:18]2)[CH2:12][CH2:13]1. The reactants are C1CCOC1, [Li]CCCC, Cc1ccc2[nH]c(CCC(=O)O)cc2c1, CC(C)(C)C(=O)Cl, O=C1NC(c2ccccc2)CO1. The product is Cc1ccc2[nH]c(CCC(=O)N3C(=O)OCC3c3ccccc3)cc2c1. RXN SMILES: [CH2:40]1[O:41][CH2:42][CH2:43][CH2:44]1.[CH3:13][CH2:14][CH2:15][CH2:16][Li:17].[CH3:18][c:19]1[cH:20][c:21]2[cH:22][c:23]([CH2:28][CH2:29][C:30](=[O:31])[OH:32])[nH:24][c:25]2[cH:26][cH:27]1.[CH3:33][C:34]([CH3:35])([CH3:36])[C:37]([Cl:38])=[O:39].[c:1]1([CH:7]2[NH:8][C:9](=[O:12])[O:10][CH2:11]2)[cH:2][cH:3][cH:4][cH:5][cH:6]1>>[c:1]1([CH:7]2[N:8]([C:30]([CH2:29][CH2:28][c:23]3[cH:22][c:21]4[cH:20][c:19]([CH3:18])[cH:27][cH:26][c:25]4[nH:24]3)=[O:31])[C:9](=[O:12])[O:10][CH2:11]2)[cH:2][cH:3][cH:4][cH:5][cH:6]1.